This data is from the Open Reaction Database (ORD), a public repository of structured organic reaction records. The task is: describe an organic reaction: reactants, conditions, products, and yield Starting materials: FC1=C(CNC2=CC(=NC=C2C(=O)N)NC2=CC=C(C=C2)C2CCNCC2)C=C(C=C1)F (4-(2,5-difluorobenzylamino)-6-(4-(piperidin-4-yl)phenylamino)nicotinamide), CCN(C(C)C)C(C)C (DIEA), C(=O)(C(F)(F)F)O (TFA). Solvent: CN(C)C=O (DMF). Product: FC1=C(CNC2=CC(=NC=C2C(=O)N)NC2=CC=C(C=C2)C2CCN(CC2)C=O)C=C(C=C1)F (4-(2,5-difluorobenzylamino)-6-(4-(1-formylpiperidin-4-yl)phenylamino)nicotinamide). As a reaction SMILES: [F:1][C:2]1[CH:31]=[CH:30][C:29]([F:32])=[CH:28][C:3]=1[CH2:4][NH:5][C:6]1[C:11]([C:12]([NH2:14])=[O:13])=[CH:10][N:9]=[C:8]([NH:15][C:16]2[CH:21]=[CH:20][C:19]([CH:22]3[CH2:27][CH2:26][NH:25][CH2:24][CH2:23]3)=[CH:18][CH:17]=2)[CH:7]=1.CCN(C(C)C)C(C)C.[C:42](O)(C(F)(F)F)=[O:43]>CN(C=O)C>[F:1][C:2]1[CH:31]=[CH:30][C:29]([F:32])=[CH:28][C:3]=1[CH2:4][NH:5][C:6]1[C:11]([C:12]([NH2:14])=[O:13])=[CH:10][N:9]=[C:8]([NH:15][C:16]2[CH:21]=[CH:20][C:19]([CH:22]3[CH2:23][CH2:24][N:25]([CH:42]=[O:43])[CH2:26][CH2:27]3)=[CH:18][CH:17]=2)[CH:7]=1. Reported procedure: Compound 4-(2,5-difluorobenzylamino)-6-(4-(piperidin-4-yl)phenylamino)nicotinamide (Example 214) (70 mg, 0.15 mmol) was stirred in 4 mL DMF with DIEA (300 μL) at 120° C. in a sealed tube for two days. The mixture was acidified with 0.5 mL TFA and subjected to reverse phase preparative HPLC to isolate the title compound (46 mg). MS found for C25H25F2N5O2 as (M+H)+ 466.4. UV: λ=259 nm. 1H NMR: (CD3OD) δ 8.05 (1H, s), 7.97 (1H, s), 7.25 (2H, dt, J=8.8; 2.0 Hz), 7.08-6.98 (4H, m), 6.94 (1H, m), 5.74... Starting materials: C1CCOC1, CN(C)CCN(C)C, CN(C)C(=O)OC(C)(C)C, CN(C)Cc1ccc(C=O)cc1, [Li]C(C)CC, [Cl-], [NH4+]. The product is CN(C)Cc1ccc(C(O)CN(C)C(=O)OC(C)(C)C)cc1. As a reaction SMILES: [CH2:38]1[O:39][CH2:40][CH2:41][CH2:42]1.[CH3:11][N:12]([CH3:13])[CH2:14][CH2:15][N:16]([CH3:17])[CH3:18].[CH3:1][N:2]([C:3]([O:4][C:5]([CH3:6])([CH3:7])[CH3:8])=[O:9])[CH3:10].[CH3:24][N:25]([CH3:26])[CH2:27][c:28]1[cH:29][cH:30][c:31]([CH:32]=[O:33])[cH:34][cH:35]1.[CH:19]([Li:20])([CH2:21][CH3:22])[CH3:23].[Cl-:36].[NH4+:37]>>[CH2:1]([N:2]([C:3]([O:4][C:5]([CH3:6])([CH3:7])[CH3:8])=[O:9])[CH3:10])[CH:32]([c:31]1[cH:30][cH:29][c:28]([CH2:27][N:25]([CH3:24])[CH3:26])[cH:35][cH:34]1)[OH:33]. The reactants are [H-].[Na+] (sodium hydride), Example 312, ClC=1C=C(C=CC1OCC1=CC(=CC=C1)F)NC1=NC=NC2=C1C1=C(C3=CN(N=C3CC1)CCO)S2 (2-[6-({3-chloro-4-[(3-fluorobenzyl)oxy]phenyl}amino)-4,5-dihydro-2H-pyrimido[5′,4′:4,5]thieno[2,3-e]indazol-2-yl]ethanol), ClC=1C=C(C=CC1OCC1=CC(=CC=C1)F)N(C=1N=CN=C2C1C1=C(C3=CN(N=C3CC1)CCOC)S2)C (N-{3-chloro-4-[(3-fluorobenzyl)oxy]phenyl}-2-(2-methoxyethyl)-N-methyl-4,5-dihydro-2H-pyrimido[5′,4′:4,5]thieno[2,3-e]indazol-6-amine), IC (iodomethane). Solvent: CN(C)C=O (DMF), CN(C)C=O (DMF), O (water). Product: ClC=1C=C(C=CC1OCC1=CC(=CC=C1)F)NC=1N=CN=C2C1C1=C(C3=CN(N=C3CC1)CCOC)S2 (N-{3-chloro-4-[(3-fluorobenzyl)oxy]phenyl}-2-(2-methoxyethyl)-4,5-dihydro-2H-pyrimido[5′,4′:4,5]thieno[2,3-e]indazol-6-amine). RXN SMILES: [H-].[Na+].ClC1C=C(NC2C3C4CCC5C(=CN(CCO)N=5)C=4SC=3N=CN=2)C=CC=1OCC1C=CC=C(F)C=1.IC.[Cl:41][C:42]1[CH:43]=[C:44]([N:57](C)[C:58]2[N:59]=[CH:60][N:61]=[C:62]3[S:77][C:65]4[C:66]5[C:70]([CH2:71][CH2:72][C:64]=4[C:63]=23)=[N:69][N:68]([CH2:73][CH2:74][O:75][CH3:76])[CH:67]=5)[CH:45]=[CH:46][C:47]=1[O:48][CH2:49][C:50]1[CH:55]=[CH:54][CH:53]=[C:52]([F:56])[CH:51]=1>O.CN(C=O)C>[Cl:41][C:42]1[CH:43]=[C:44]([NH:57][C:58]2[N:59]=[CH:60][N:61]=[C:62]3[S:77][C:65]4[C:66]5[C:70]([CH2:71][CH2:72][C:64]=4[C:63]=23)=[N:69][N:68]([CH2:73][CH2:74][O:75][CH3:76])[CH:67]=5)[CH:45]=[CH:46][C:47]=1[O:48][CH2:49][C:50]1[CH:55]=[CH:54][CH:53]=[C:52]([F:56])[CH:51]=1 |f:0.1|. Procedure: To 4 mL DMF cooled to 0° C. was added sodium hydride (16 mg (60%), 0.40 mmol). To the slightly yellow and heterogeneous mixture was added 2-[6-({3-chloro-4-[(3-fluorobenzyl)oxy]phenyl}amino)-4,5-dihydro-2H-pyrimido[5′,4′:4,5]thieno[2,3-e]indazol-2-yl]ethanol (100 mg, 0.19 mmol) as a 1 mL DMF solution, upon which the contents become brown and homogenous. The contents were allowed to stir with warming to it over 10 min., and added was iodomethane (0.01 mL, 0.23 mmol). The mixture was stirred for 9... Starting materials: O=C1N(C2=CC=CC=C2C12COC1=CC3=C(OCCO3)C=C12)CC1=CC=C(C(=O)OC)C=C1 (methyl 4-[(2′-oxo-2,3-dihydrospiro[furo[2,3-g][1,4]benzodioxine-8,3′-indol]-1′(2′H)-yl)methyl]benzoate), O=C1N(C2=CC=CC=C2C12C1=C(OC2)C=C2OCCC2=C1)CC=1C=C(C(=O)OC)C=CC1 (methyl 3-[(2′-oxo-5,6-dihydrospiro[benzo[1,2-b:5,4-b′]difuran-3,3′-indol]-1′(2′H)-yl)methyl]benzoate). Yields the product O=C1N(C2=CC=CC=C2C12COC1=CC3=C(OCCO3)C=C12)CC1=CC=C(C(=O)O)C=C1 (4-[(2′-oxo-2,3-dihydrospiro[furo[2,3-g][1,4]benzodioxine-8,3′-indol]-1′(2′H)-yl)methyl]benzoic acid). Reaction SMILES: [O:1]=[C:2]1[C:10]2([C:22]3[C:13](=[CH:14][C:15]4[O:20][CH2:19][CH2:18][O:17][C:16]=4[CH:21]=3)[O:12][CH2:11]2)[C:9]2[C:4](=[CH:5][CH:6]=[CH:7][CH:8]=2)[N:3]1[CH2:23][C:24]1[CH:33]=[CH:32][C:27]([C:28]([O:30]C)=[O:29])=[CH:26][CH:25]=1.O=C1C2(COC3C=C4C(=CC2=3)CCO4)C2C(=CC=CC=2)N1CC1C=C(C=CC=1)C(OC)=O>>[O:1]=[C:2]1[C:10]2([C:22]3[C:13](=[CH:14][C:15]4[O:20][CH2:19][CH2:18][O:17][C:16]=4[CH:21]=3)[O:12][CH2:11]2)[C:9]2[C:4](=[CH:5][CH:6]=[CH:7][CH:8]=2)[N:3]1[CH2:23][C:24]1[CH:25]=[CH:26][C:27]([C:28]([OH:30])=[O:29])=[CH:32][CH:33]=1. Procedure details: Following the procedure as described in EXAMPLE 11.12 and making non-critical variations using methyl 4-[(2′-oxo-2,3-dihydrospiro[furo[2,3-g][1,4]benzodioxine-8,3′-indol]-1′(2′H)-yl)methyl]benzoate to replace methyl 3-[(2′-oxo-5,6-dihydrospiro[benzo[1,2-b:5,4-b′]difuran-3,3′-indol]-1′(2′H)-yl)methyl]benzoate, 4-[(2′-oxo-2,3-dihydrospiro[furo[2,3-g][1,4]benzodioxine-8,3′-indol]-1′(2′H)-yl)methyl]benzoic acid was obtained (89%) as a colorless solid: mp 234-237° C. (water); 1H NMR (300 MHz, CDCl3) ... Starting materials: BrC(Br)(Br)Br, CCCCCCCCCCCCOc1ccc(C=O)cc1OCCCCCCCCCCCC, ClCCl, c1ccc(P(c2ccccc2)c2ccccc2)cc1. Product: CCCCCCCCCCCCOc1ccc(C=C(Br)Br)cc1OCCCCCCCCCCCC. As a reaction SMILES: [Br:1][C:2]([Br:3])([Br:4])[Br:5].[CH2:25]([CH2:26][CH2:27][CH2:28][CH2:29][CH2:30][CH2:31][CH2:32][CH2:33][CH2:34][CH2:35][CH3:36])[O:37][c:38]1[cH:39][c:40]([CH:41]=[O:42])[cH:43][cH:44][c:45]1[O:46][CH2:47][CH2:48][CH2:49][CH2:50][CH2:51][CH2:52][CH2:53][CH2:54][CH2:55][CH2:56][CH2:57][CH3:58].[Cl:59][CH2:60][Cl:61].[c:6]1([P:7]([c:8]2[cH:9][cH:10][cH:11][cH:12][cH:13]2)[c:14]2[cH:15][cH:16][cH:17][cH:18][cH:19]2)[cH:20][cH:21][cH:22][cH:23][cH:24]1>>[Br:1][C:2]([Br:5])=[CH:41][c:40]1[cH:39][c:38]([O:37][CH2:25][CH2:26][CH2:27][CH2:28][CH2:29][CH2:30][CH2:31][CH2:32][CH2:33][CH2:34][CH2:35][CH3:36])[c:45]([O:46][CH2:47][CH2:48][CH2:49][CH2:50][CH2:51][CH2:52][CH2:53][CH2:54][CH2:55][CH2:56][CH2:57][CH3:58])[cH:44][cH:43]1.